Dataset: the Open Reaction Database (ORD), a public repository of structured organic reaction records. Task: describe an organic reaction: reactants, conditions, products, and yield Reactants: FC(C1=CC=C(C=C1)C(CC(C(F)(F)F)=O)=O)(F)F (1-(4-trifluoromethyl-phenyl)-4,4,4-trifluoro-butane-1,3-dione), 4-trifluoromethyl-acetophenone, NC1=NNC=C1C#N (3-amino-4-cyano-pyrazole). Yields the product FC(C1=CC=C(C=C1)C1=NC=2N(C(=C1)C(F)(F)F)N=CC2C#N)(F)F (5-(4-Trifluoromethyl-phenyl)-7-trifluoromethyl-pyrazolo[1,5-a]pyrimidine-3-carbonitrile). The yield is 38.5%. Reaction SMILES: [F:1][C:2]([F:19])([F:18])[C:3]1[CH:8]=[CH:7][C:6]([C:9](=O)[CH2:10][C:11](=O)[C:12]([F:15])([F:14])[F:13])=[CH:5][CH:4]=1.[NH2:20][C:21]1[C:25]([C:26]#[N:27])=[CH:24][NH:23][N:22]=1>>[F:1][C:2]([F:19])([F:18])[C:3]1[CH:8]=[CH:7][C:6]([C:9]2[CH:10]=[C:11]([C:12]([F:15])([F:14])[F:13])[N:22]3[N:23]=[CH:24][C:25]([C:26]#[N:27])=[C:21]3[N:20]=2)=[CH:5][CH:4]=1. Reported procedure: Reaction of 1-(4-trifluoromethyl-phenyl)-4,4,4-trifluoro-butane-1,3-dione (284 mg, 1.0 mmol), prepared from commercially available 4-trifluoromethyl-acetophenone according to general procedure A, and 3-amino-4-cyano-pyrazole (108 mg, 1.0 mmol) according to general procedure B yielded the title compound as an off-white solid (137 mg, 38%). MS (ISP) 357.0 [(M+H)+]; mp 176° C. The reactants are CCCCCCCN=C=O, C1CCOC1, Oc1ccc2ncccc2c1, c1ccncc1. Product: CCCCCCCNC(=O)Oc1ccc2ncccc2c1. Reaction SMILES: [CH2:12]([CH2:13][CH2:14][CH2:15][CH2:16][CH2:17][CH3:18])[N:19]=[C:20]=[O:21].[O:28]1[CH2:29][CH2:30][CH2:31][CH2:32]1.[OH:1][c:2]1[cH:3][cH:4][c:5]2[n:6][cH:7][cH:8][cH:9][c:10]2[cH:11]1.[cH:22]1[cH:23][cH:24][n:25][cH:26][cH:27]1>>[O:1]([c:2]1[cH:3][cH:4][c:5]2[n:6][cH:7][cH:8][cH:9][c:10]2[cH:11]1)[C:20]([NH:19][CH2:12][CH2:13][CH2:14][CH2:15][CH2:16][CH2:17][CH3:18])=[O:21]. Starting materials: C(C)NC1=CC=C(C=C1)Br (N-ethyl-4-bromoaniline), C(C)(C)N(C(C)C)CC (N,N-diisopropylethylamine), BrCCCCCCO (6-bromohexanol). Solvent: O (Water). Conditions: temperature 110 celsius. Product: C(C)N(C1=CC=C(C=C1)Br)CCCCCCO (N-ethyl-N-(6-hydroxyhexyl)-4-bromoaniline). Yield: 100.0%. Reaction SMILES: [CH2:1]([NH:3][C:4]1[CH:9]=[CH:8][C:7]([Br:10])=[CH:6][CH:5]=1)[CH3:2].C(N(CC)C(C)C)(C)C.Br[CH2:21][CH2:22][CH2:23][CH2:24][CH2:25][CH2:26][OH:27]>O>[CH2:1]([N:3]([CH2:21][CH2:22][CH2:23][CH2:24][CH2:25][CH2:26][OH:27])[C:4]1[CH:9]=[CH:8][C:7]([Br:10])=[CH:6][CH:5]=1)[CH3:2]. Procedure details: 36.8 g (184.1 mmols) of N-ethyl-4-bromoaniline, 48.1 ml (1.5-fold equivalent weight) of N,N-diisopropylethylamine and 28.9 ml (1.2 equivalent) of 6-bromohexanol were mixed, and the mixture obtained was heated at 110° C. for 14 hours in an atmosphere of argon. Water was added to the reaction solution obtained, which was then extracted with ethyl acetate. The organic layer obtained was dried with anhydrous magnesium sulfate and then concentrated. The residue thus obtained was heated under reduced ... The reactants are [BH3-]C#N, Cc1cc(NC(=O)c2nc(C)sc2N)ccn1, CCO, O=CC1CC1, [Na+], O. Yields the product Cc1cc(NC(=O)c2nc(C)sc2NCC2CC2)ccn1. As a reaction SMILES: [C:26]([BH3-:27])#[N:28].[CH3:1][c:2]1[n:3][cH:4][cH:5][c:6]([NH:8][C:9](=[O:10])[c:11]2[n:12][c:13]([CH3:17])[s:14][c:15]2[NH2:16])[cH:7]1.[CH3:23][CH2:24][OH:25].[CH:18]1([CH:21]=[O:22])[CH2:19][CH2:20]1.[Na+:29].[OH2:30]>>[CH3:1][c:2]1[n:3][cH:4][cH:5][c:6]([NH:8][C:9](=[O:10])[c:11]2[n:12][c:13]([CH3:17])[s:14][c:15]2[NH:16][CH2:21][CH:18]2[CH2:19][CH2:20]2)[cH:7]1. Starting materials: [BH3-]C#N, CC(=O)[O-], CO, Cl, [NH4+], [Na+], CC(=O)Cc1ccc(O)cc1. Product: CC(N)Cc1ccc(O)cc1. As a reaction SMILES: [C:17](#[N:18])[BH3-:19].[CH3:13][C:14](=[O:15])[O-:16].[CH3:22][OH:23].[ClH:21].[NH4+:12].[Na+:20].[OH:1][c:2]1[cH:3][cH:4][c:5]([CH2:8][C:9]([CH3:10])=[O:11])[cH:6][cH:7]1>>[OH:1][c:2]1[cH:3][cH:4][c:5]([CH2:8][CH:9]([CH3:10])[NH2:18])[cH:6][cH:7]1. Reactants: Cc1ccc(Br)cc1, COC(=O)C12CN(Cc3ccccc3)CC1C(=O)CCC2c1ccccc1, CCOCC, Cc1ccccc1, [Cl-], [Mg], [NH4+]. Product: COC(=O)C12CN(Cc3ccccc3)CC1C(O)(c1ccc(C)cc1)CCC2c1ccccc1. Reaction SMILES: [Br:1][c:2]1[cH:3][cH:4][c:5]([CH3:8])[cH:6][cH:7]1.[CH2:10]([c:11]1[cH:12][cH:13][cH:14][cH:15][cH:16]1)[N:17]1[CH2:18][CH:19]2[C:20](=[O:36])[CH2:21][CH2:22][CH:23]([c:30]3[cH:31][cH:32][cH:33][cH:34][cH:35]3)[C:24]2([C:26](=[O:27])[O:28][CH3:29])[CH2:25]1.[CH3:39][CH2:40][O:41][CH2:42][CH3:43].[CH3:44][c:45]1[cH:46][cH:47][cH:48][cH:49][cH:50]1.[Cl-:37].[Mg:9].[NH4+:38]>>[c:2]1([C:20]2([OH:36])[CH:19]3[CH2:18][N:17]([CH2:10][c:11]4[cH:12][cH:13][cH:14][cH:15][cH:16]4)[CH2:25][C:24]3([C:26](=[O:27])[O:28][CH3:29])[CH:23]([c:30]3[cH:31][cH:32][cH:33][cH:34][cH:35]3)[CH2:22][CH2:21]2)[cH:3][cH:4][c:5]([CH3:8])[cH:6][cH:7]1. Reactants: COC(C(CC1=CC=CC=C1)NC(=O)C=1SC=C(N1)C1=CC=CC=C1)=O (3-Phenyl-2-[(4-phenyl-thiazole-2-carbonyl)-amino]-propionic acid methyl ester), [OH-].[K+] (KOH). Solvent: C(C)O (ethanol). Run at time 2 hour. The product is C1(=CC=CC=C1)CC(C(=O)O)NC(=O)C=1SC=C(N1)C1=CC=CC=C1 (3-Phenyl-2-[(4-phenyl-thiazole-2-carbonyl)-amino]-propionic acid). Isolated yield 83.7%. Reaction SMILES: C[O:2][C:3](=[O:26])[CH:4]([NH:12][C:13]([C:15]1[S:16][CH:17]=[C:18]([C:20]2[CH:25]=[CH:24][CH:23]=[CH:22][CH:21]=2)[N:19]=1)=[O:14])[CH2:5][C:6]1[CH:11]=[CH:10][CH:9]=[CH:8][CH:7]=1.[OH-].[K+]>C(O)C>[C:6]1([CH2:5][CH:4]([NH:12][C:13]([C:15]2[S:16][CH:17]=[C:18]([C:20]3[CH:25]=[CH:24][CH:23]=[CH:22][CH:21]=3)[N:19]=2)=[O:14])[C:3]([OH:26])=[O:2])[CH:11]=[CH:10][CH:9]=[CH:8][CH:7]=1 |f:1.2|. Procedure: To a solution of 3-Phenyl-2-[(4-phenyl-thiazole-2-carbonyl)-amino]-propionic acid methyl ester (74 mg, 0.2 mmol) dissolved in ethanol (4 mL) was added 1N—KOH (0.5 mL, 0.5 mmol) and the mixture was stirred at room temperature for 2 hours. After the solvent was evaporated from the reaction mixture, the residue was dissolved by adding water and acidified (H=2) with 2N—HCl under ice cooling. The produced precipitates were filtered with suction, washed with water to afford 59 mg (yield 80%) of the de... Starting materials: BrC=1C(=NC=C(C(=O)NC2=CC=C(C=C2)OC(F)(F)F)C1)N1CC(CCC1)O (5-bromo-6-(3-hydroxypiperidin-1-yl)-N-(4-(trifluoromethoxy)phenyl)nicotinamide), N1=CC(=CC=C1)B(O)O (pyridin-3-ylboronic acid). Yields the product OC1CN(CCC1)C1=NC=C(C=C1C=1C=NC=CC1)C(=O)NC1=CC=C(C=C1)OC(F)(F)F (2-(3-Hydroxypiperidin-1-yl)-N-(4-(trifluoromethoxy)phenyl)-[3,3′-bipyridine]-5-carboxamide). Reaction SMILES: Br[C:2]1[C:3]([N:22]2[CH2:27][CH2:26][CH2:25][CH:24]([OH:28])[CH2:23]2)=[N:4][CH:5]=[C:6]([CH:21]=1)[C:7]([NH:9][C:10]1[CH:15]=[CH:14][C:13]([O:16][C:17]([F:20])([F:19])[F:18])=[CH:12][CH:11]=1)=[O:8].[N:29]1[CH:34]=[CH:33][CH:32]=[C:31](B(O)O)[CH:30]=1>>[OH:28][CH:24]1[CH2:25][CH2:26][CH2:27][N:22]([C:3]2[C:2]([C:31]3[CH:30]=[N:29][CH:34]=[CH:33][CH:32]=3)=[CH:21][C:6]([C:7]([NH:9][C:10]3[CH:15]=[CH:14][C:13]([O:16][C:17]([F:20])([F:19])[F:18])=[CH:12][CH:11]=3)=[O:8])=[CH:5][N:4]=2)[CH2:23]1. Reported procedure: The title compound was prepared in an analogous fashion to that described in Example 118 using 5-bromo-6-(3-hydroxypiperidin-1-yl)-N-(4-(trifluoromethoxy)phenyl)nicotinamide (Stage 118.1) and pyridin-3-ylboronic acid to afford a white solid. UPLC-MS (condition 1) tR=2.06 min, m/z=459.1-460.1 [M+H]+, m/z=457.2-458.2 [M−H]−; 1H-NMR (400 MHz, DMSO-d6) δ ppm 1.20-1.38 (m, 2H) 1.53-1.61 (m, 1H) 1.79-1.86 (m, 1H) 2.59 (dd, J=12.23, 9.05 Hz, 1H) 2.69-2.78 (m, 1H) 3.35-3.41 (m, 1H) 3.43-3.50 (m, 1H) 3.5...